Dataset: the Open Reaction Database (ORD), a public repository of structured organic reaction records. Task: describe an organic reaction: reactants, conditions, products, and yield Reactants: O=C1CCC(=O)N1Br, O=C(OOC(=O)c1ccccc1)c1ccccc1, ClC(Cl)(Cl)Cl, COC(=O)c1ccc(C)cc1-c1ccc(F)cc1. The product is COC(=O)c1ccc(CBr)cc1-c1ccc(F)cc1. RXN SMILES: [Br:19][N:20]1[C:21](=[O:22])[CH2:23][CH2:24][C:25]1=[O:26].[C:27]([O:28][O:29][C:30](=[O:31])[c:32]1[cH:33][cH:34][cH:35][cH:36][cH:37]1)(=[O:38])[c:39]1[cH:40][cH:41][cH:42][cH:43][cH:44]1.[Cl:45][C:46]([Cl:47])([Cl:48])[Cl:49].[F:1][c:2]1[cH:3][cH:4][c:5](-[c:8]2[c:9]([C:10](=[O:11])[O:12][CH3:13])[cH:14][cH:15][c:16]([CH3:18])[cH:17]2)[cH:6][cH:7]1>>[F:1][c:2]1[cH:3][cH:4][c:5](-[c:8]2[c:9]([C:10](=[O:11])[O:12][CH3:13])[cH:14][cH:15][c:16]([CH2:18][Br:19])[cH:17]2)[cH:6][cH:7]1. The reactants are COc1ccc(C(=O)NCC(=O)O)cc1, C(=NC1CCCCC1)=NC1CCCCC1, C1CN2CCC(CC2)N1, C1COCCO1, O. The product is COc1ccc(C(=O)NCC(=O)N2CCN3CCC2CC3)cc1. RXN SMILES: [CH3:1][O:2][c:3]1[cH:4][cH:5][c:6]([C:7](=[O:8])[NH:9][CH2:10][C:11](=[O:12])[OH:13])[cH:14][cH:15]1.[CH:16]1([N:17]=[C:18]=[N:19][CH:20]2[CH2:21][CH2:22][CH2:23][CH2:24][CH2:25]2)[CH2:26][CH2:27][CH2:28][CH2:29][CH2:30]1.[N:31]12[CH2:32][CH2:33][NH:34][CH:35]([CH2:36][CH2:37]1)[CH2:38][CH2:39]2.[O:41]1[CH2:42][CH2:43][O:44][CH2:45][CH2:46]1.[OH2:40]>>[CH3:1][O:2][c:3]1[cH:4][cH:5][c:6]([C:7](=[O:8])[NH:9][CH2:10][C:11](=[O:13])[N:34]2[CH2:33][CH2:32][N:31]3[CH2:37][CH2:36][CH:35]2[CH2:38][CH2:39]3)[cH:14][cH:15]1. As a reaction SMILES: [CH2:1]([NH2:4])[CH2:2][CH3:3].[CH3:5][C:6]1[CH:11]=[CH:10][C:9]([C:12]2[N:13]=[C:14]([C:25](O)=[O:26])[N:15]([CH3:24])[C:16]=2[C:17]2[CH:22]=[CH:21][C:20]([CH3:23])=[CH:19][CH:18]=2)=[CH:8][CH:7]=1>>[CH2:1]([NH:4][C:25]([C:14]1[N:15]([CH3:24])[C:16]([C:17]2[CH:22]=[CH:21][C:20]([CH3:23])=[CH:19][CH:18]=2)=[C:12]([C:9]2[CH:8]=[CH:7][C:6]([CH3:5])=[CH:11][CH:10]=2)[N:13]=1)=[O:26])[CH2:2][CH3:3]. Procedure details: Using essentially the same procedure as Example 9, Step B, but using n-propylamine (0.015 mL), 4,5-di-(4-methylphenyl)-1-methylimidazole-2-carboxylic acid (25 mg, 0.08 mmol) from Example 9, Step A was converted to the title compound. HPLC/MS: 348 (M+1); Rt=3.76 min. Yields the product C(CC)NC(=O)C=1N(C(=C(N1)C1=CC=C(C=C1)C)C1=CC=C(C=C1)C)C (N-Propyl-4,5-di-(4-methylphenyl)-1-methylimidazole-2-carboxamide). Starting materials: C(CC)N (n-propylamine), CC1=CC=C(C=C1)C=1N=C(N(C1C1=CC=C(C=C1)C)C)C(=O)O (4,5-di-(4-methylphenyl)-1-methylimidazole-2-carboxylic acid). Starting materials: FC1=CC=C(/C=C/C=2C=C(C(=O)OC)C=CN2)C=C1 ((E)-methyl 2-(4-fluorostyryl)isonicotinate). The reagents and catalysts are [Pd] (Palladium on charcoal). The solvent is CO (methanol). Run at time 18 hour. Yields the product FC1=CC=C(CCC=2C=C(C(=O)OC)C=CN2)C=C1 (Methyl 2-(4-fluorophenethyl)isonicotinate). Yield: 100.1%. RXN SMILES: [F:1][C:2]1[CH:19]=[CH:18][C:5](/[CH:6]=[CH:7]/[C:8]2[CH:9]=[C:10]([CH:15]=[CH:16][N:17]=2)[C:11]([O:13][CH3:14])=[O:12])=[CH:4][CH:3]=1>CO.[Pd]>[F:1][C:2]1[CH:19]=[CH:18][C:5]([CH2:6][CH2:7][C:8]2[CH:9]=[C:10]([CH:15]=[CH:16][N:17]=2)[C:11]([O:13][CH3:14])=[O:12])=[CH:4][CH:3]=1. Reported procedure: (E)-methyl 2-(4-fluorostyryl)isonicotinate (3.6 g, 13.99 mmol) was dissolved in methanol (200 mL). Palladium on charcoal (0.149 g, 1.40 mmol) was added and the mixture was hydrogenated at atmospheric pressure and room temperature for 18 h. The catalyst was filtered off and the filtrate was evaporated. Methyl 2-(4-fluorophenethyl)isonicotinate (3.63 g, 99%) was isolated. MS m/z 260 (M+H)+ Reactants: BrC1=C(C=CC(=C1)F)O (2-Bromo-4-fluoro-phenol), [N+](=O)([O-])[O-].[Na+] (sodium nitrate). The solvent is S(O)(O)(=O)=O (sulfuric acid), O (water), S(O)(O)(=O)=O (sulfuric acid). The product is BrC1=C(C(=CC(=C1)F)[N+](=O)[O-])O (2-bromo-4-fluoro-6-nitro-phenol). Yield: 80.9%. Reaction SMILES: [Br:1][C:2]1[CH:7]=[C:6]([F:8])[CH:5]=[CH:4][C:3]=1[OH:9].[N+:10]([O-])([O-:12])=[O:11].[Na+]>S(=O)(=O)(O)O.O>[Br:1][C:2]1[CH:7]=[C:6]([F:8])[CH:5]=[C:4]([N+:10]([O-:12])=[O:11])[C:3]=1[OH:9] |f:1.2|. Procedure: 2-Bromo-4-fluoro-phenol 2a (8.0 g, 41.9 mmol) was dissolved in 10 mL of sulfuric acid (50%) followed by addition of a solution of sodium nitrate (7.1 g, 83.5 mmol) in 24 mL of sulfuric acid (25%), upon cooling by an ice-water bath. The reaction mixture was reacted at room temperature for 1.5 hours and the reaction was monitored by TLC until the disappearance of the starting materials. The mixture was diluted with 50 mL of water and extracted with ethyl acetate (50 mL×2). The combined organic ext... Starting materials: [NH4+].CCOP(=S)(OCC)S (ammonium O,O-diethyldithiophosphate), P(O)(O)(O)=O (phosphoric acid). Reaction conditions: time 10 minute. Product: C(C)OP(OCC)(S)=S (dithiophosphoric acid-O,O-diethylester). Yield: 98.8%. Reaction SMILES: [NH4+].[CH3:2][CH2:3][O:4][P:5]([SH:10])([O:7][CH2:8][CH3:9])=[S:6].P(=O)(O)(O)O>>[CH2:3]([O:4][P:5](=[S:6])([SH:10])[O:7][CH2:8][CH3:9])[CH3:2] |f:0.1|. Reported procedure: 203 g of ammonium-O,O-diethyldithiophosphate was added within 5 minutes with agitation to 485 g of 75% phosphoric acid. The reaction temperature dropped from initially 24° C down to 17° C after a post-reaction period of 10 minutes. The liquid reaction mixture was delivered to a separating vessel. It was allowed to remain therein for 10 minutes and 182.9 g of dithiophosphoric acid-O,O-diethylester was obtained as the upper phase. The yield was 98.2% of the theoretical, based on the ammonium-O,O-d... Starting materials: CO, CCOC(=O)c1ccc2c(c1)c1c(n2C2CCCCC2)-c2ccc(Cl)cc2N(CCN2CCCCC2)CC1, [Li+], [Na+], C1CCOC1, [OH-], [OH-], O. Product: O=C(O)c1ccc2c(c1)c1c(n2C2CCCCC2)-c2ccc(Cl)cc2N(CCN2CCCCC2)CC1. Reaction SMILES: [CH3:49][OH:50].[Cl:1][c:2]1[cH:3][cH:4][c:5]2[c:6]([cH:38]1)[N:7]([CH2:30][CH2:31][N:32]1[CH2:33][CH2:34][CH2:35][CH2:36][CH2:37]1)[CH2:8][CH2:9][c:10]1[c:11]-2[n:12]([CH:24]2[CH2:25][CH2:26][CH2:27][CH2:28][CH2:29]2)[c:13]2[cH:14][cH:15][c:16]([C:19](=[O:20])[O:21][CH2:22][CH3:23])[cH:17][c:18]12.[Li+:41].[Na+:40].[O:44]1[CH2:45][CH2:46][CH2:47][CH2:48]1.[OH-:39].[OH-:42].[OH2:43]>>[Cl:1][c:2]1[cH:3][cH:4][c:5]2[c:6]([cH:38]1)[N:7]([CH2:30][CH2:31][N:32]1[CH2:33][CH2:34][CH2:35][CH2:36][CH2:37]1)[CH2:8][CH2:9][c:10]1[c:11]-2[n:12]([CH:24]2[CH2:25][CH2:26][CH2:27][CH2:28][CH2:29]2)[c:13]2[cH:14][cH:15][c:16]([C:19](=[O:20])[OH:21])[cH:17][c:18]12. Starting materials: NC1=CC=C(C=C1)O (para-amino-phenol), CC1=C(C(=C(C=C1)N)[N+](=O)[O-])O (2-methyl-5-amino-6-nitro phenol), S(=O)(=O)([O-])OOS(=O)(=O)[O-].[NH4+].[NH4+] (ammonium persulfate). The solvent is N (ammonia), O (water), O (water). Reaction conditions: temperature 0 celsius. The product is C1=CC(=O)C=CC1=NC2=CC=C(C=C2)O (indophenol). RXN SMILES: [NH2:1][C:2]1[CH:7]=[CH:6][C:5]([OH:8])=[CH:4][CH:3]=1.C[C:10]1[CH:15]=[CH:14][C:13](N)=[C:12]([N+]([O-])=O)[C:11]=1[OH:20].S(OOS([O-])(=O)=O)([O-])(=O)=O.[NH4+].[NH4+]>N.O>[CH:7]1[C:2](=[N:1][C:14]2[CH:13]=[CH:12][C:11]([OH:20])=[CH:10][CH:15]=2)[CH:3]=[CH:4][C:5](=[O:8])[CH:6]=1 |f:2.3.4|. Procedure: 0.01 mole (1.09 g) of para-amino-phenol and 0.01 mole (1.68 g) of 2-methyl-5-amino-6-nitro phenol are dissolved in 15 cc of ammonia (22° Be) to which have been added 15 cc of water. To this resulting solution maintained at a temperature of about 0° C., there is added, with agitation, 0.02 mole (4.6 g) of ammonium persulfate in 20 cc of water. The agitation is maintained for 30 minutes, after which the indophenol which has precipitated in the form of its ammonium salt is filtered. The thus recove... The reactants are BrCC(=O)N1[C@@H](CCC1)C#N (1-(2-bromo-acetyl)-(S)-pyrrolidine-2-carbonitrile), NC(C(=O)N1C(CCC1)C(=O)N)CC(C)C (1-(2-amino-4-methyl-pentanoyl)-pyrrolidine-2-carboxylic acid amide). Run in C1CCOC1 (THF), C1CCOC1 (THF). Conditions: time 8 hour. The product is C(#N)[C@H]1N(CCC1)C(CN[C@H](C(=O)N1[C@@H](CCC1)C(=O)N)CC(C)C)=O (1{(S)-2-[2-(2-Cyano-pyrrolidin-1-yl)-2-oxo-ethylamino]-(S)-4-methyl-pentanoyl}-(S)-pyrrolidine-2-carboxylic acid amide). Isolated yield 74.3%. As a reaction SMILES: Br[CH2:2][C:3]([N:5]1[CH2:9][CH2:8][CH2:7][C@H:6]1[C:10]#[N:11])=[O:4].[NH2:12][CH:13]([CH2:24][CH:25]([CH3:27])[CH3:26])[C:14]([N:16]1[CH2:20][CH2:19][CH2:18][CH:17]1[C:21]([NH2:23])=[O:22])=[O:15]>C1COCC1>[C:10]([C@@H:6]1[CH2:7][CH2:8][CH2:9][N:5]1[C:3](=[O:4])[CH2:2][NH:12][C@@H:13]([CH2:24][CH:25]([CH3:27])[CH3:26])[C:14]([N:16]1[CH2:20][CH2:19][CH2:18][C@H:17]1[C:21]([NH2:23])=[O:22])=[O:15])#[N:11]. Procedure: A solution of 1-(2-bromo-acetyl)-(S)-pyrrolidine-2-carbonitrile (44 mg, 0.2 mmol) in THF (1 mL) was added slowly to a cold solution (−15° C.) of 1-(2-amino-4-methyl-pentanoyl)-pyrrolidine-2-carboxylic acid amide (55 mg, 0.24 mmol) in THF (2 mL). The temperature of the reaction mixture was gradually increased to room temperature. After stirring at this temperature overnight, the residue was concentrated and purified by LCMS to yield 1{(S)-2-[2-(2-Cyano-pyrrolidin-1-yl)-2-oxo-ethylamino]-(S)-4-met... Reactants: [Li]CCCC, C1CCOC1, CCCC(O)c1cc(C)cc(C)c1C=CC1OCC(C)(C)CO1, CCC(C)(C)C(=O)Cl, CCCCCC. Product: CCCC(OC(=O)C(C)(C)CC)c1cc(C)cc(C)c1C=CC1OCC(C)(C)CO1. RXN SMILES: [CH2:1]([Li:2])[CH2:3][CH2:4][CH3:5].[CH2:43]1[O:44][CH2:45][CH2:46][CH2:47]1.[CH3:12][C:13]1([CH3:34])[CH2:14][O:15][CH:16]([CH:19]=[CH:20][c:21]2[c:22]([CH:29]([OH:30])[CH2:31][CH2:32][CH3:33])[cH:23][c:24]([CH3:28])[cH:25][c:26]2[CH3:27])[O:17][CH2:18]1.[CH3:35][C:36]([C:37](=[O:38])[Cl:39])([CH2:40][CH3:41])[CH3:42].[CH3:6][CH2:7][CH2:8][CH2:9][CH2:10][CH3:11]>>[CH3:12][C:13]1([CH3:34])[CH2:14][O:15][CH:16]([CH:19]=[CH:20][c:21]2[c:22]([CH:29]([O:30][C:37]([C:36]([CH3:35])([CH2:40][CH3:41])[CH3:42])=[O:38])[CH2:31][CH2:32][CH3:33])[cH:23][c:24]([CH3:28])[cH:25][c:26]2[CH3:27])[O:17][CH2:18]1.